This data is from the Open Reaction Database (ORD), a public repository of structured organic reaction records. The task is: describe an organic reaction: reactants, conditions, products, and yield Starting materials: CN(C1CCC(OCC(=O)OC(C)(C)C)CC1)S(=O)(=O)c1ccc(C(F)(F)F)cc1, C1CCOC1, C[Si](C)(C)[N-][Si](C)(C)C, CI, [Li+]. Yields the product CC(OC1CCC(N(C)S(=O)(=O)c2ccc(C(F)(F)F)cc2)CC1)C(=O)OC(C)(C)C. RXN SMILES: [C:1]([CH3:2])([CH3:3])([CH3:4])[O:5][C:6]([CH2:7][O:8][CH:9]1[CH2:10][CH2:11][CH:12]([N:15]([S:16](=[O:17])(=[O:18])[c:19]2[cH:20][cH:21][c:22]([C:25]([F:26])([F:27])[F:28])[cH:23][cH:24]2)[CH3:29])[CH2:13][CH2:14]1)=[O:30].[CH2:43]1[O:44][CH2:45][CH2:46][CH2:47]1.[CH3:31][Si:32]([N-:33][Si:34]([CH3:35])([CH3:36])[CH3:37])([CH3:38])[CH3:39].[I:41][CH3:42].[Li+:40]>>[C:1]([CH3:2])([CH3:3])([CH3:4])[O:5][C:6]([CH:7]([O:8][CH:9]1[CH2:10][CH2:11][CH:12]([N:15]([S:16](=[O:17])(=[O:18])[c:19]2[cH:20][cH:21][c:22]([C:25]([F:26])([F:27])[F:28])[cH:23][cH:24]2)[CH3:29])[CH2:13][CH2:14]1)[CH3:31])=[O:30]. Reactants: BrC1=CC=2C3=C(C=NC2C=C1)N(C(N3C=3C(=NN(C3)C)C)=O)C (8-bromo-1-(1,3-dimethyl-1H-pyrazol-4-yl)-3-methyl-1,3-dihydro-imidazo[4,5-c]quinolin-2-one), BrC1=CC=2C3=C(C=NC2C=C1)N(C(N3C=3C(=NN(C3)C)C)=O)C (8-bromo-1-(1,3-dimethyl-1H-pyrazol-4-yl)-3-methyl-1,3-dihydro-imidazo[4,5-c]quinolin-2-one), C(C)OC1=NC=C(C=C1N(C(C)=O)C)B1OC(C(O1)(C)C)(C)C (N-[2-ethoxy-5-(4,4,5,5-tetramethyl-[1,3,2]dioxaborolan-2-yl)-pyridin-3-yl]-N-methyl-acetamide). Reported procedure: The title compound was synthesized in a similar manner as described for Example 1.1 using 8-bromo-1-(1,3-dimethyl-1H-pyrazol-4-yl)-3-methyl-1,3-dihydro-imidazo[4,5-c]quinolin-2-one (Intermediate A) and N-[2-ethoxy-5-(4,4,5,5-tetramethyl-[1,3,2]dioxaborolan-2-yl)-pyridin-3-yl]-N-methyl-acetamide (Stage 63.1.1) to give the title compound as a white solid. (HPLC: tR 2.64 min (Method A); M+H=486 MS-ES; 1H-NMR (d6-DMSO, 400 MHz) 8.97 (s, 1H), 8.40-8.28 (m, 1H), 8.18-8.06 (m, 2H), 8.04-7.91 (m, 1H), 7... Yields the product CN1N=C(C(=C1)N1C(N(C=2C=NC=3C=CC(=CC3C21)C=2C=C(C(=NC2)OCC)N(C(C)=O)C)C)=O)C (N-{5-[1-(1,3-Dimethyl-1H-pyrazol-4-yl)-3-methyl-2-oxo-2,3-dihydro-1H-imidazo[4,5-c]quinolin-8-yl]-2-ethoxy-pyridin-3-yl}-N-methyl-acetamide). Reaction SMILES: Br[C:2]1[CH:11]=[CH:10][C:9]2[N:8]=[CH:7][C:6]3[N:12]([CH3:23])[C:13](=[O:22])[N:14]([C:15]4[C:16]([CH3:21])=[N:17][N:18]([CH3:20])[CH:19]=4)[C:5]=3[C:4]=2[CH:3]=1.[CH2:24]([O:26][C:27]1[C:32]([N:33]([CH3:37])[C:34](=[O:36])[CH3:35])=[CH:31][C:30](B2OC(C)(C)C(C)(C)O2)=[CH:29][N:28]=1)[CH3:25]>>[CH3:20][N:18]1[CH:19]=[C:15]([N:14]2[C:5]3[C:4]4[CH:3]=[C:2]([C:30]5[CH:31]=[C:32]([N:33]([CH3:37])[C:34](=[O:36])[CH3:35])[C:27]([O:26][CH2:24][CH3:25])=[N:28][CH:29]=5)[CH:11]=[CH:10][C:9]=4[N:8]=[CH:7][C:6]=3[N:12]([CH3:23])[C:13]2=[O:22])[C:16]([CH3:21])=[N:17]1. The reactants are COc1ccc(COc2cccc(C(=O)O)c2)cc1, Nc1ccccc1S(N)(=O)=O, O=S(Cl)Cl, c1ccccc1. The product is COc1ccc(COc2cccc(C(=O)Nc3ccccc3S(N)(=O)=O)c2)cc1. Reaction SMILES: [CH3:1][O:2][c:3]1[cH:4][cH:5][c:6]([CH2:7][O:8][c:9]2[cH:10][c:11]([C:12](=[O:13])[OH:14])[cH:15][cH:16][cH:17]2)[cH:18][cH:19]1.[NH2:24][c:25]1[c:26]([S:31](=[O:32])(=[O:33])[NH2:34])[cH:27][cH:28][cH:29][cH:30]1.[S:20]([Cl:21])([Cl:22])=[O:23].[cH:35]1[cH:36][cH:37][cH:38][cH:39][cH:40]1>>[CH3:1][O:2][c:3]1[cH:4][cH:5][c:6]([CH2:7][O:8][c:9]2[cH:10][c:11]([C:12](=[O:14])[NH:24][c:25]3[c:26]([S:31](=[O:32])(=[O:33])[NH2:34])[cH:27][cH:28][cH:29][cH:30]3)[cH:15][cH:16][cH:17]2)[cH:18][cH:19]1. Starting materials: C(C)(C)(C)NS(=O)(=O)C1=NC=CC=C1NC (N-tert-butyl-3-methylamino-2-pyridinesulfonamide), FC(C(=O)O)(F)F (trifluoroacetic acid), C(C)(=O)OCC (Ethyl acetate). Solvent: CCCCCC (n-hexane). Yields the product CNC=1C(=NC=CC1)S(=O)(=O)N (3-methylamino 2-pyridinesulfonamide). Yield: 89.5%. RXN SMILES: C([NH:5][S:6]([C:9]1[C:14]([NH:15][CH3:16])=[CH:13][CH:12]=[CH:11][N:10]=1)(=[O:8])=[O:7])(C)(C)C.FC(F)(F)C(O)=O.C(OCC)(=O)C>CCCCCC>[CH3:16][NH:15][C:14]1[C:9]([S:6]([NH2:5])(=[O:8])=[O:7])=[N:10][CH:11]=[CH:12][CH:13]=1. Procedure: A mixture of 3.50 g of N-tert-butyl-3-methylamino-2-pyridinesulfonamide and 20 ml of trifluoroacetic acid was reacted at about 50° C. for 2 hours. Thereafter, the reaction product was distilled off under a reduced pressure to obtain a residue. Ethyl acetate and n-hexane were added thereto. The resulting crystals were filtered to obtain 2.41 g of 3-methylamino 2-pyridinesulfonamide. This compound had the following NMR values. Reactants: C1COC=2C1=C\1C(=NC2)CC/C1=C\C#N ((2E)-1,2,6,7-tetrahydro-8H-cyclopenta[b]furo[3,2-d]pyridin-8-ylideneacetonitrile). Reagents/catalysts: [Co] (cobalt). Run in N.C(C)O (ammonia ethanol). Conditions: temperature 50 celsius, time 3 hour. Product: C1COC=2C1=C\1C(=NC2)CC/C1=C\CN ((2E)-2-(1,2,6,7-tetrahydro-8H-cyclopenta[b]furo[3,2-d]pyridin-8-ylidene)ethanamine). Yield: 91.6%. As a reaction SMILES: [CH2:1]1[C:5]2=[C:6]3[C:7]([CH2:10][CH2:11]/[C:12]/3=[CH:13]\[C:14]#[N:15])=[N:8][CH:9]=[C:4]2[O:3][CH2:2]1>N.C(O)C.[Co]>[CH2:1]1[C:5]2=[C:6]3[C:7]([CH2:10][CH2:11]/[C:12]/3=[CH:13]\[CH2:14][NH2:15])=[N:8][CH:9]=[C:4]2[O:3][CH2:2]1 |f:1.2|. Procedure: A suspension of (2E)-1,2,6,7-tetrahydro-8H-cyclopenta[b]furo[3,2-d]pyridin-8-ylideneacetonitrile (10.0 mg, 0.054 mmol) and Raney cobalt (100 mg) in 2M ammonia/ethanol (1 mL) was stirred at 50° C. for 3 hr under a hydrogen atmosphere. The catalyst was filtered through celite, and the filtrate was concentrated under reduced pressure to give the title compound (10.0 mg, yield 99%). Starting materials: O1C[C@H](CC1)OC(NC[C@@H]1CN(CCC1)C1=NC(=NC2=CC(=CC=C12)C)C1=C(C=CC=C1)O)=O ((S)-tetrahydrofuran-3-yl((R)-1-(2-(2-hydroxyphenyl)-7-methylquinazolin-4-yl)piperidin-3-yl)methylcarbamate), Cl (HCl), CCOCC (ether), CCOCC (ether). The solvent is C(Cl)Cl (CH2Cl2). Run at time 2.33 minute. Product: Cl.O1C[C@H](CC1)N(C(O)=O)C[C@H]1CN(CCC1)C1=NC(=NC2=CC(=CC=C12)C)C1=C(C=CC=C1)O ((S)-Tetrahydrofuran-3-yl((R)-1-(2-(2-hydroxyphenyl)-7-methylquinazolin-4-yl)piperidin-3-yl)methylcarbamate hydrochloride). RXN SMILES: O1CC[C@H]([O:6][C:7](=[O:34])[NH:8][CH2:9][C@H:10]2[CH2:15][CH2:14][CH2:13][N:12]([C:16]3[C:25]4[C:20](=[CH:21][C:22]([CH3:26])=[CH:23][CH:24]=4)[N:19]=[C:18]([C:27]4[CH:32]=[CH:31][CH:30]=[CH:29][C:28]=4[OH:33])[N:17]=3)[CH2:11]2)C1.[ClH:35].[CH3:36][CH2:37][O:38][CH2:39][CH3:40]>C(Cl)Cl>[ClH:35].[O:38]1[CH2:39][CH2:40][C@H:36]([N:8]([CH2:9][C@@H:10]2[CH2:15][CH2:14][CH2:13][N:12]([C:16]3[C:25]4[C:20](=[CH:21][C:22]([CH3:26])=[CH:23][CH:24]=4)[N:19]=[C:18]([C:27]4[CH:32]=[CH:31][CH:30]=[CH:29][C:28]=4[OH:33])[N:17]=3)[CH2:11]2)[C:7](=[O:34])[OH:6])[CH2:37]1 |f:4.5|. Procedure: To a solution of (S)-tetrahydrofuran-3-yl((R)-1-(2-(2-hydroxyphenyl)-7-methylquinazolin-4-yl)piperidin-3-yl)methylcarbamate in 12 mL CH2Cl2 was added dropwise 2.0 M HCl solution in ether (0.13 mL, 0.25 mmol). To the solution was then added 20 mL ether leading to the precipitation of ((S)-tetrahydrofuran-3-yl((R)-1-(2-(2-hydroxyphenyl)-7-methylquinazolin-4-yl)piperidin-3-yl)methylcarbamate hydrochloride which was filtered and dried (116 mg, 92%). LC/MS: m/z 463.5 (M+H)+ at 2.33 min (10%-99% CH3CN... Starting materials: [H-].[Na+] (Sodium hydride), Cl (hydrochloric acid), BrC1=CC=C2C=CNC2=C1 (6-bromoindole), ICC (iodoethane). Solvent: C1CCOC1 (THF), O (water). Reaction conditions: time 35 minute. Product: BrC1=CC=C2C=CN(C2=C1)CC (6-bromo-1-ethyl-1H-indole). Yield: 70.4%. Reaction SMILES: [Br:1][C:2]1[CH:10]=[C:9]2[C:5]([CH:6]=[CH:7][NH:8]2)=[CH:4][CH:3]=1.[H-].[Na+].I[CH2:14][CH3:15].Cl>C1COCC1.O>[Br:1][C:2]1[CH:10]=[C:9]2[C:5]([CH:6]=[CH:7][N:8]2[CH2:14][CH3:15])=[CH:4][CH:3]=1 |f:1.2|. Procedure: A solution of 6-bromoindole (1.01 g, 5.15 mmol) in THF (10 mL) was cooled in an ice bath. Sodium hydride (0.459 g of 60% dispersion in oil, 11.5 mmol) was added. After stirring for 35 minutes at room temperature under nitrogen, the reaction mixture was again cooled in an ice bath, and iodoethane (0.90 mL, 11 mmol) was added. The mixture was stirred for 2 hours at room temperature, poured into excess water, acidified with 2N hydrochloric acid and extracted with ethyl acetate. The organic phase wa...